Dataset: the Open Reaction Database (ORD), a public repository of structured organic reaction records. Task: describe an organic reaction: reactants, conditions, products, and yield The reactants are CCOC(=O)CCCn1c(=O)[nH]c(=O)c2ccccc21, CO, [Na+], C1CCOC1, [OH-]. The product is O=C(O)CCCn1c(=O)[nH]c(=O)c2ccccc21. As a reaction SMILES: [CH2:1]([CH3:2])[O:3][C:4](=[O:5])[CH2:6][CH2:7][CH2:8][n:9]1[c:10](=[O:20])[nH:11][c:12](=[O:19])[c:13]2[cH:14][cH:15][cH:16][cH:17][c:18]12.[CH3:28][OH:29].[Na+:22].[O:23]1[CH2:24][CH2:25][CH2:26][CH2:27]1.[OH-:21]>>[O:3]=[C:4]([OH:5])[CH2:6][CH2:7][CH2:8][n:9]1[c:10](=[O:20])[nH:11][c:12](=[O:19])[c:13]2[cH:14][cH:15][cH:16][cH:17][c:18]12. Procedure details: A mixture of 1.00 g (4.19 mmol) of (E)-3-(2-bromo-4,6-dimethylphenyl)-2-propenal, 1.32 g (12.6 mmol) of 2,2-dimethyl-1,3-propanediol and a catalytic amount (65 mg) of p-toluenesulfonic acid monohydrate in 100 mL of dry benzene was heated at reflux in a Dean-Stark apparatus for 2 hours. The solution was washed with 1N sodium hydroxide, water (3 times), and the solvent removed under reduced pressure to give 1.32 g (97%) of (E)-2-[2-(2-bromo-4,6-dimethylphenyl)ethenyl]-5,5-dimethyl-1,3-dioxane as a... As a reaction SMILES: [Br:1][C:2]1[CH:7]=[C:6]([CH3:8])[CH:5]=[C:4]([CH3:9])[C:3]=1/[CH:10]=[CH:11]/[CH:12]=[O:13].[CH3:14][C:15]([CH3:20])([CH2:18]O)[CH2:16][OH:17]>C1C=CC=CC=1.O.C1(C)C=CC(S(O)(=O)=O)=CC=1>[Br:1][C:2]1[CH:7]=[C:6]([CH3:8])[CH:5]=[C:4]([CH3:9])[C:3]=1/[CH:10]=[CH:11]/[CH:12]1[O:17][CH2:16][C:15]([CH3:20])([CH3:18])[CH2:14][O:13]1 |f:3.4|. Product: BrC1=C(C(=CC(=C1)C)C)/C=C/C1OCC(CO1)(C)C ((E)-2-[2-(2-bromo-4,6-dimethylphenyl)ethenyl]-5,5-dimethyl-1,3-dioxane). Run in C1=CC=CC=C1 (benzene). Isolated yield 96.9%. Reactants: BrC1=C(C(=CC(=C1)C)C)/C=C/C=O ((E)-3-(2-bromo-4,6-dimethylphenyl)-2-propenal), CC(CO)(CO)C (2,2-dimethyl-1,3-propanediol). The reagents and catalysts are O.C1(=CC=C(C=C1)S(=O)(=O)O)C (p-toluenesulfonic acid monohydrate). Reactants: C(C1=CC=CC=C1)OC1=CC=C(C2=C1NC(CO2)=O)C(C(O)O)=O (5-benzyloxy-8-(2,2-dihydroxy-acetyl)-4H-benzo[1,4]oxazin-3-one), COC1=CC=C(C=C1)CCC1(CC1)N (1-[2-(4-methoxy-phenyl)-ethyl]-cyclopropylamine), FC(C(=O)[O-])(F)F (trifluoroacetate). The product is OC1=CC=C(C2=C1NC(CO2)=O)C(CNC2(CC2)CCC2=CC=C(C=C2)OC)O (5-hydroxy-8-(1-hydroxy-2-{1-[2-(4-methoxy-phenyl)-ethyl]-cyclopropylamino}-ethyl)-4H-benzo[1,4]oxazin-3-one). As a reaction SMILES: C([O:8][C:9]1[C:14]2[NH:15][C:16](=[O:19])[CH2:17][O:18][C:13]=2[C:12]([C:20](=[O:24])[CH:21](O)O)=[CH:11][CH:10]=1)C1C=CC=CC=1.[CH3:25][O:26][C:27]1[CH:32]=[CH:31][C:30]([CH2:33][CH2:34][C:35]2([NH2:38])[CH2:37][CH2:36]2)=[CH:29][CH:28]=1.FC(F)(F)C([O-])=O>>[OH:8][C:9]1[C:14]2[NH:15][C:16](=[O:19])[CH2:17][O:18][C:13]=2[C:12]([CH:20]([OH:24])[CH2:21][NH:38][C:35]2([CH2:34][CH2:33][C:30]3[CH:29]=[CH:28][C:27]([O:26][CH3:25])=[CH:32][CH:31]=3)[CH2:37][CH2:36]2)=[CH:11][CH:10]=1. Procedure details: Prepared according to general method 3 from 329 mg (1 mmol) 5-benzyloxy-8-(2,2-dihydroxy-acetyl)-4H-benzo[1,4]oxazin-3-one and 191 mg (1 mmol) 1-[2-(4-methoxy-phenyl)-ethyl]-cyclopropylamine. Yield: 55 mg (11%, trifluoroacetate); mass spectroscopy: [M+H]+=399. Starting materials: CO, [Na+], O=C(O)c1cccc2c1C(=O)CCC2, O=C([O-])O, O=S(=O)(O)O. Product: COC(=O)c1cccc2c1C(=O)CCC2. As a reaction SMILES: [CH3:25][OH:26].[Na+:20].[O:1]=[C:2]1[CH2:3][CH2:4][CH2:5][c:6]2[cH:7][cH:8][cH:9][c:10]([C:12](=[O:13])[OH:14])[c:11]21.[OH:21][C:22](=[O:23])[O-:24].[S:15](=[O:16])(=[O:17])([OH:18])[OH:19]>>[O:1]=[C:2]1[CH2:3][CH2:4][CH2:5][c:6]2[cH:7][cH:8][cH:9][c:10]([C:12](=[O:13])[O:14][CH3:22])[c:11]21. Starting materials: C(N)(=O)C=1C(=C(N2C1CN(CC2)C(=O)OC(C)(C)C)Br)C2=CC(=CC=C2)F (tert-butyl 8-carbamoyl-6-bromo-7-(3-fluorophenyl)-3,4-dihydropyrrolo[1,2-a]pyrazine-2(1H)-carboxylate), FC(C(=O)O)(F)F (trifluoroacetic acid). Solvent: ClCCl (dichloromethane). Run at time 1 hour. Product: BrC1=C(C(=C2N1CCNC2)C(=O)N)C2=CC(=CC=C2)F (6-bromo-7-(3-fluorophenyl)-1,2,3,4-tetrahydropyrrolo[1,2-a]pyrazine-8-carboxamide). Yield: 96.1%. RXN SMILES: [C:1]([C:4]1[C:5]([C:21]2[CH:26]=[CH:25][CH:24]=[C:23]([F:27])[CH:22]=2)=[C:6]([Br:20])[N:7]2[CH2:12][CH2:11][N:10](C(OC(C)(C)C)=O)[CH2:9][C:8]=12)(=[O:3])[NH2:2].FC(F)(F)C(O)=O>ClCCl>[Br:20][C:6]1[N:7]2[CH2:12][CH2:11][NH:10][CH2:9][C:8]2=[C:4]([C:1]([NH2:2])=[O:3])[C:5]=1[C:21]1[CH:26]=[CH:25][CH:24]=[C:23]([F:27])[CH:22]=1. Reported procedure: To a solution of 1.24 g (2.83 mmol) of tert-butyl 8-carbamoyl-6-bromo-7-(3-fluorophenyl)-3,4-dihydropyrrolo[1,2-a]pyrazine-2(1H)-carboxylate in 10 ml of dichloromethane are added slowly 2.8 ml (28 mmol) of trifluoroacetic acid. After stirring for 1 hour at room temperature, the solvent is evaporated off under reduced pressure, the residue is taken up in water and the aqueous phase is basified by addition of aqueous ammonia. The solid formed is separated out by filtration and rinsed with water, t...